From a dataset of the Open Reaction Database (ORD), a public repository of structured organic reaction records. describe an organic reaction: reactants, conditions, products, and yield Reactants: NCCC(=O)O (β-alanine), C([O-])(O)=O.[Na+] (sodium bicarbonate), O1CCCC1 (tetrahydrofuran), C(=O)(Cl)O[C@@H]1CC2=CC[C@H]3[C@@H]4CC[C@H]([C@@H](CCCC(C)C)C)[C@]4(CC[C@@H]3[C@]2(CC1)C)C (cholesterol chlorocarbonate). Run in O (water), C(Cl)(Cl)Cl (chloroform). Reaction conditions: time 1 hour. Yields the product CC(C)CCC[C@@H](C)[C@H]1CC[C@H]2[C@@H]3CC=C4C[C@H](CC[C@]4(C)[C@H]3CC[C@]12C)OC(=O)NCCC(=O)O (N-(cholest-5-en-3β-oxycarbonyl)-β-alanine). Yield: 59.3%. RXN SMILES: [NH2:1][CH2:2][CH2:3][C:4]([OH:6])=[O:5].C(=O)(O)[O-].[Na+].O1CCCC1.[C:17]([O:20][C@H:21]1[CH2:45][CH2:44][C@@:43]2([CH3:46])[C:23](=[CH:24][CH2:25][C@@H:26]3[C@@H:42]2[CH2:41][CH2:40][C@@:39]2([CH3:47])[C@H:27]3[CH2:28][CH2:29][C@@H:30]2[C@H:31]([CH3:38])[CH2:32][CH2:33][CH2:34][CH:35]([CH3:37])[CH3:36])[CH2:22]1)(Cl)=[O:18]>O.C(Cl)(Cl)Cl>[CH3:37][CH:35]([CH2:34][CH2:33][CH2:32][C@H:31]([C@@H:30]1[C@:39]2([CH3:47])[C@H:27]([C@H:26]3[C@H:42]([CH2:41][CH2:40]2)[C@:43]2([CH3:46])[C:23]([CH2:22][C@@H:21]([O:20][C:17]([NH:1][CH2:2][CH2:3][C:4]([OH:6])=[O:5])=[O:18])[CH2:45][CH2:44]2)=[CH:24][CH2:25]3)[CH2:28][CH2:29]1)[CH3:38])[CH3:36] |f:1.2|. Procedure: To a solution of β-alanine (56 mg) and sodium bicarbonate (84 mg) in water (10 ml) were added tetrahydrofuran (20 ml) and cholesterol chlorocarbonate (449 mg) at 0° C. The mixture was stirred for 1 hour. The reaction mixture was concentrated in vacuo and to the residue were added 0.1N hydrochloric acid (10 ml) and chloroform (40 ml). Organic layer was separated, washed with water and dried over magnesium sulfate. Evaporation of the solvent gave a crude product, which was dissolved in chloroform ...